From a dataset of the Open Reaction Database (ORD), a public repository of structured organic reaction records. describe an organic reaction: reactants, conditions, products, and yield The reactants are N(=[N+]=[N-])CCCCCC(=O)O (6-azidohexanoic acid), S(=O)(Cl)Cl (thionyl chloride). Product: N(=[N+]=[N-])CCCCCC(=O)Cl (6-Azidohexanoyl chloride). The yield is 65.7%. As a reaction SMILES: [N:1]([CH2:4][CH2:5][CH2:6][CH2:7][CH2:8][C:9]([OH:11])=O)=[N+:2]=[N-:3].S(Cl)([Cl:14])=O>>[N:1]([CH2:4][CH2:5][CH2:6][CH2:7][CH2:8][C:9]([Cl:14])=[O:11])=[N+:2]=[N-:3]. Procedure details: The above compound was prepared by a literature procedure [V. M. Rothe and K. Gehrke, Makromol Chem. 83, 1 (1965)] as follows: To 6-azidohexanoic acid (7.5 g, 47.7 mmol) previously cooled to 0° C. was added 10 ml (16.3 g, 137 mmol) of thionyl chloride and the solution was stirred in cold until the evolution of gas had subsided (5-10 min) and then refluxed for 1 h. The reaction mixture was evaporated and the residue distilled to give 5.5 g (65.6%) of title compound bp 110°-111° C./12 Tor (lit. bp... Starting materials: CC(C)(C)OC(=O)CC1(O)c2cc(Br)ccc2Oc2c1cc(Cl)nc2F, CC(C)C[Al+]CC(C)C, C1CCOC1, [H-]. The product is OCCC1(O)c2cc(Br)ccc2Oc2c1cc(Cl)nc2F. RXN SMILES: [Br:1][c:2]1[cH:3][c:4]2[c:15]([cH:16][cH:17]1)[O:14][c:7]1[c:6]([cH:11][c:10]([Cl:12])[n:9][c:8]1[F:13])[C:5]2([OH:18])[CH2:19][C:20](=[O:21])[O:22][C:23]([CH3:24])([CH3:25])[CH3:26].[CH2:28]([Al+:29][CH2:30][CH:31]([CH3:32])[CH3:33])[CH:34]([CH3:35])[CH3:36].[CH2:37]1[O:38][CH2:39][CH2:40][CH2:41]1.[H-:27]>>[Br:1][c:2]1[cH:3][c:4]2[c:15]([cH:16][cH:17]1)[O:14][c:7]1[c:6]([cH:11][c:10]([Cl:12])[n:9][c:8]1[F:13])[C:5]2([OH:18])[CH2:19][CH2:20][OH:21]. Starting materials: ClC1=NC(=C2N=CN(C2=N1)[C@H]1[C@H]([C@H]([C@H](O1)CO)O)O)NC1CCCC1 ((4S,2R,3R,5R) 5-[2-chloro-6-(cyclopentylamino)purin-9-yl]-2-(hydroxymethyl)oxolane-3,4-diol), ( 2 ), O.NN (hydrazine hydrate). Run at time 24 hour. The product is N(N)C1=NC(=C2N=CN(C2=N1)[C@@H]1O[C@@H]([C@H]([C@H]1O)O)CO)NC1CCCC1 ((4S,2R,3R,5R)-2-[2-hydrazino-6-(cyclopentylamino)purin-9-yl]-5-(hydroxymethyl)oxolane-3,4-diol). As a reaction SMILES: Cl[C:2]1[N:10]=[C:9]2[C:5]([N:6]=[CH:7][N:8]2[C@@H:11]2[O:15][C@H:14]([CH2:16][OH:17])[C@H:13]([OH:18])[C@@H:12]2[OH:19])=[C:4]([NH:20][CH:21]2[CH2:25][CH2:24][CH2:23][CH2:22]2)[N:3]=1.O.[NH2:27][NH2:28]>>[NH:27]([C:2]1[N:10]=[C:9]2[C:5]([N:6]=[CH:7][N:8]2[C@H:11]2[C@H:12]([OH:19])[C@H:13]([OH:18])[C@@H:14]([CH2:16][OH:17])[O:15]2)=[C:4]([NH:20][CH:21]2[CH2:25][CH2:24][CH2:23][CH2:22]2)[N:3]=1)[NH2:28] |f:1.2|. Reported procedure: (4S,2R,3R,5R) 5-[2-chloro-6-(cyclopentylamino)purin-9-yl]-2-(hydroxymethyl)oxolane-3,4-diol, a compound of formula (2) as prepared in Example 1A, was suspended in hydrazine hydrate (5 mL), and the mixture was allowed to stir at room temperature for 24 hours. The hydrazine was removed under reduced pressure and the residue triturated with ether and filtered, to afford (4S,2R,3R,5R)-2-[2-hydrazino-6-(cyclopentylamino)purin-9-yl]-5-(hydroxymethyl)oxolane-3,4-diol, a compound of formula (3), as a wh... Reactants: [N+](=O)([O-])C (nitromethane), O (Water), [N+](=O)([O-])C (nitromethane), ClC=1C=C(C=C(C1)Cl)\C(=C/C(=O)C=1C=CC(=C(C#N)C1)N1N=CN=C1)\C(F)(F)F (5-[(E)-3-(3,5-dichlorophenyl)-4,4,4-trifluoro-but-2-enoyl]-2-(1,2,4-triazol-1-yl)benzonitrile), C([O-])([O-])=O.[K+].[K+] (potassium carbonate). The solvent is C1(=CC=CC=C1)C (toluene). Conditions: temperature 50 celsius, time 18 hour. Product: ClC=1C=C(C=C(C1)Cl)[C@@](CC(=O)C=1C=CC(=C(C#N)C1)N1N=CN=C1)(C(F)(F)F)C[N+](=O)[O-] (5-[(3R)-3-(3,5-dichlorophenyl)-4,4,4-trifluoro-3-(nitromethyl)butanoyl]-2-(1,2,4-triazol-1-yl)benzonitrile). RXN SMILES: [N+:1]([CH3:4])([O-:3])=[O:2].[Cl:5][C:6]1[CH:7]=[C:8](/[C:13](/[C:30]([F:33])([F:32])[F:31])=[CH:14]\[C:15]([C:17]2[CH:18]=[CH:19][C:20]([N:25]3[CH:29]=[N:28][CH:27]=[N:26]3)=[C:21]([CH:24]=2)[C:22]#[N:23])=[O:16])[CH:9]=[C:10]([Cl:12])[CH:11]=1.C(=O)([O-])[O-].[K+].[K+].O>C1(C)C=CC=CC=1>[Cl:5][C:6]1[CH:7]=[C:8]([C@:13]([CH2:4][N+:1]([O-:3])=[O:2])([C:30]([F:31])([F:33])[F:32])[CH2:14][C:15]([C:17]2[CH:18]=[CH:19][C:20]([N:25]3[CH:29]=[N:28][CH:27]=[N:26]3)=[C:21]([CH:24]=2)[C:22]#[N:23])=[O:16])[CH:9]=[C:10]([Cl:12])[CH:11]=1 |f:2.3.4|. Procedure: A solution of anthracenylmethyl quininium chloride (19 mg), nitromethane (0.025 ml) and 5-[(E)-3-(3,5-dichlorophenyl)-4,4,4-trifluoro-but-2-enoyl]-2-(1,2,4-triazol-1-yl)benzonitrile (100 mg) in toluene (2 mL) under argon, was heated for 2 hours at 50° C. then potassium carbonate (64 mg) was added. The reaction was heated for 24 hours at 50° C. then more nitromethane (0.02 mL) was added. The reaction was heated again at 50° C. for 3 hours then was allowed to stand at room temperature for 18 hours... Starting materials: O1C(COC2=C(C=CC=C2)CC(=O)OC)C1 (methyl 2-(2,3-epoxypropoxy)-phenylacetate), CC(C(=O)NCCN)C (2-(2-methylpropionamido)ethylamine), CCOCC (ether). The solvent is CO (methanol). Product: OC(COC1=C(C=CC=C1)CC(=O)OC)CNCCNC(CCC)=O (Methyl 2-[2-Hydroxy-3-[N-[2-(methylpropionamido)ethyl]amino]-propoxylphenyl]acetate). Yield: 9.0%. As a reaction SMILES: [O:1]1[CH2:16][CH:2]1[CH2:3][O:4][C:5]1[CH:10]=[CH:9][CH:8]=[CH:7][C:6]=1[CH2:11][C:12]([O:14][CH3:15])=[O:13].C[CH:18]([CH3:25])[C:19]([NH:21][CH2:22][CH2:23][NH2:24])=[O:20].[CH3:26]COCC>CO>[OH:1][CH:2]([CH2:16][NH:24][CH2:23][CH2:22][NH:21][C:19](=[O:20])[CH2:18][CH2:25][CH3:26])[CH2:3][O:4][C:5]1[CH:10]=[CH:9][CH:8]=[CH:7][C:6]=1[CH2:11][C:12]([O:14][CH3:15])=[O:13]. Reported procedure: A mixture of 5.0 g (0.02 mole) of methyl 2-(2,3-epoxypropoxy)-phenylacetate and 2.93 g (0.02 mole) of 2-(2-methylpropionamido)ethylamine in 200 ml of methanol, was heated to reflux for 4 hr. The mixture was concentrated under reduced pressure to afford a dark brown oil which was then stirred with 100 ml of ether for 15 min. to yield an off-white solid. The product was collected by filtration, washed with ether and recrystallized three times from ethyl acetate to provide 0.7 g (9%) of white cryst... Starting materials: O=C1NC(=O)c2ccccc21, [K], CN(C)C=O, O, Cc1ccc(S(=O)(=O)OCCOCCOCCOCCC(=O)OC(C)(C)C)cc1. The product is CC(C)(C)OC(=O)CCOCCOCCOCCN1C(=O)c2ccccc2C1=O. Reaction SMILES: [C:30]1(=[O:40])[c:31]2[c:32]([cH:36][cH:37][cH:38][cH:39]2)[C:33](=[O:35])[NH:34]1.[K:41].[O:43]=[CH:44][N:45]([CH3:46])[CH3:47].[OH2:42].[S:1]([O:2][CH2:12][CH2:13][O:14][CH2:15][CH2:16][O:17][CH2:18][CH2:19][O:20][CH2:21][CH2:22][C:23](=[O:24])[O:25][C:26]([CH3:27])([CH3:28])[CH3:29])([c:3]1[cH:4][cH:5][c:6]([CH3:7])[cH:8][cH:9]1)(=[O:10])=[O:11]>>[CH2:12]([CH2:13][O:14][CH2:15][CH2:16][O:17][CH2:18][CH2:19][O:20][CH2:21][CH2:22][C:23](=[O:24])[O:25][C:26]([CH3:27])([CH3:28])[CH3:29])[N:34]1[C:30](=[O:40])[c:31]2[c:32]([cH:36][cH:37][cH:38][cH:39]2)[C:33]1=[O:35]. The reactants are [Li]CCCC, C[Sn](C)(C)Cl, CCOCC, Cn1cccn1. Yields the product Cn1nccc1[Sn](C)(C)C. RXN SMILES: [CH2:7]([Li:8])[CH2:9][CH2:10][CH3:11].[CH3:12][Sn:13]([CH3:14])([CH3:15])[Cl:16].[CH3:17][CH2:18][O:19][CH2:20][CH3:21].[CH3:1][n:2]1[cH:3][cH:4][cH:5][n:6]1>>[CH3:1][n:2]1[c:3]([Sn:13]([CH3:12])([CH3:14])[CH3:15])[cH:4][cH:5][n:6]1. Reactants: O=Cc1sccc1Oc1ccccc1, N#CCS(=O)(=O)c1ccccc1. The product is N#CC(=Cc1sccc1Oc1ccccc1)S(=O)(=O)c1ccccc1. RXN SMILES: [O:1]([c:2]1[cH:3][cH:4][cH:5][cH:6][cH:7]1)[c:8]1[c:9]([CH:13]=[O:14])[s:10][cH:11][cH:12]1.[c:15]1([S:21](=[O:22])(=[O:23])[CH2:24][C:25]#[N:26])[cH:16][cH:17][cH:18][cH:19][cH:20]1>>[O:1]([c:2]1[cH:3][cH:4][cH:5][cH:6][cH:7]1)[c:8]1[c:9]([CH:13]=[C:24]([S:21]([c:15]2[cH:16][cH:17][cH:18][cH:19][cH:20]2)(=[O:22])=[O:23])[C:25]#[N:26])[s:10][cH:11][cH:12]1. Reactants: F[B-](F)(F)F, CC(C)(C)CC(N)B1OC2CC3CC(C3(C)C)C2(C)O1, CC(C)(NC(=O)c1cnccn1)C(=O)O, CCOC(C)=O, CCN(C(C)C)C(C)C, O=C(O)C(F)(F)F, CN(C)C=O, CN(C)C(On1nnc2ccccc21)=[N+](C)C. The product is CC(C)(C)CC(NC(=O)C(C)(C)NC(=O)c1cnccn1)B1OC2CC3CC(C3(C)C)C2(C)O1. As a reaction SMILES: [B-:43]([F:44])([F:45])([F:46])[F:47].[CH3:16][C:17]([CH2:18][CH:19]([NH2:20])[B:21]1[O:22][C:23]2([CH3:33])[CH:24]([O:25]1)[CH2:26][CH:27]1[C:28]([CH3:31])([CH3:32])[CH:29]2[CH2:30]1)([CH3:34])[CH3:35].[CH3:1][C:2]([C:3](=[O:4])[OH:5])([CH3:6])[NH:7][C:8](=[O:9])[c:10]1[n:11][cH:12][cH:13][n:14][cH:15]1.[CH3:79][CH2:80][O:81][C:82]([CH3:83])=[O:84].[CH:65]([N:66]([CH:67]([CH3:68])[CH3:69])[CH2:70][CH3:71])([CH3:72])[CH3:73].[F:36][C:37]([F:38])([F:39])[C:40]([OH:41])=[O:42].[O:74]=[CH:75][N:76]([CH3:77])[CH3:78].[n:48]1([O:49][C:50]([N:51]([CH3:52])[CH3:53])=[N+:54]([CH3:55])[CH3:56])[c:57]2[cH:58][cH:59][cH:60][cH:61][c:62]2[n:63][n:64]1>>[CH3:1][C:2]([C:3](=[O:5])[NH:20][CH:19]([CH2:18][C:17]([CH3:16])([CH3:34])[CH3:35])[B:21]1[O:22][C:23]2([CH3:33])[CH:24]([O:25]1)[CH2:26][CH:27]1[C:28]([CH3:31])([CH3:32])[CH:29]2[CH2:30]1)([CH3:6])[NH:7][C:8](=[O:9])[c:10]1[n:11][cH:12][cH:13][n:14][cH:15]1.